describe an organic reaction: reactants, conditions, products, and yield From a dataset of the Open Reaction Database (ORD), a public repository of structured organic reaction records. Starting materials: CC(C)C(CCO)NC(=O)OC(C)(C)C, Cc1cc([N+](=O)[O-])ccc1N=C=S, O=S(Cl)Cl. The product is Cc1cc([N+](=O)[O-])ccc1N=C1NC(C(C)C)CCS1. Reaction SMILES: [C:1]([O:2][C:3](=[O:5])[NH:8][CH:9]([CH2:10][CH2:11][OH:4])[CH:13]([CH3:14])[CH3:15])([CH3:6])([CH3:7])[CH3:12].[CH3:20][c:21]1[c:22]([N:30]=[C:31]=[S:32])[cH:23][cH:24][c:25]([N+:27](=[O:28])[O-:29])[cH:26]1.[S:16]([Cl:17])([Cl:18])=[O:19]>>[NH:8]1[CH:9]([CH:13]([CH3:14])[CH3:15])[CH2:10][CH2:11][S:32][C:31]1=[N:30][c:22]1[c:21]([CH3:20])[cH:26][c:25]([N+:27](=[O:28])[O-:29])[cH:24][cH:23]1. The reactants are C(C)(=O)OC=1C(=C2CCC(OC2=C(C1C)C)(C)COC1=CC=C(C=C1)CC(C(=O)OCC)Cl)C (ethyl 3-[4-(6-acetoxy-2,5,7,8-tetramethylchroman-2-ylmethoxy)phenyl]-2-chloropropionate), Cl (hydrochloric acid), [OH-].[Na+] (sodium hydroxide). Procedure details: 0.16 g of ethyl 3-[4-(6-acetoxy-2,5,7,8-tetramethylchroman-2-ylmethoxy)phenyl]-2-chloropropionate was dissolved in a mixture of 1.5 ml of 99.5% ethanol and 0.2 ml of tetrahydrofuran. 265 mg of a 9.55% w/w aqueous solution of sodium hydroxide were added dropwise, under a nitrogen stream at 0°-4° C., to the resulting mixture. The mixture was then reacted for a further 20 hours at 0°-5° C., after which it was neutralized, whilst ice-cooling, by adding 0.68 g of a 10% w/w aqueous solution of hydroch... The solvent is C(C)O (ethanol), O1CCCC1 (tetrahydrofuran). Reaction SMILES: [C:1]([O:4][C:5]1[C:6]([CH3:34])=[C:7]2[C:12](=[C:13]([CH3:16])[C:14]=1[CH3:15])[O:11][C:10]([CH2:18][O:19][C:20]1[CH:25]=[CH:24][C:23]([CH2:26][CH:27]([Cl:33])[C:28]([O:30]CC)=[O:29])=[CH:22][CH:21]=1)([CH3:17])[CH2:9][CH2:8]2)(=[O:3])[CH3:2].[OH-].[Na+].Cl>C(O)C.O1CCCC1>[C:1]([O:4][C:5]1[C:6]([CH3:34])=[C:7]2[C:12](=[C:13]([CH3:16])[C:14]=1[CH3:15])[O:11][C:10]([CH2:18][O:19][C:20]1[CH:21]=[CH:22][C:23]([CH2:26][CH:27]([Cl:33])[C:28]([OH:30])=[O:29])=[CH:24][CH:25]=1)([CH3:17])[CH2:9][CH2:8]2)(=[O:3])[CH3:2] |f:1.2|. The product is C(C)(=O)OC=1C(=C2CCC(OC2=C(C1C)C)(C)COC1=CC=C(C=C1)CC(C(=O)O)Cl)C (3-[4-(6-acetoxy-2,5,7,8-tetramethylchroman-2-ylmethoxy)phenyl]-2-chloropropionic acid). Starting materials: Cl.C(C)(C)(C)OC(CCN)=O (3-amino-propionic acid tert-butyl ester hydrochloride), [H-].[Na+] (NaH), BrCC=1C=CC(=NC1Cl)C(C)=O (1-(5-bromomethyl-6-chloro-pyridin-2-yl)-ethanone). The solvent is CN(C)C=O (DMF), CN(C)C=O (DMF). Conditions: time 15 minute. Yields the product C(C)(C)(C)OC(CCNCC=1C(=NC(=CC1)C(C)=O)Cl)=O (3-[(6-acetyl-2-chloro-pyridin-3-ylmethyl)-amino]-propionic acid tert-butyl ester). RXN SMILES: Cl.[C:2]([O:6][C:7](=[O:11])[CH2:8][CH2:9][NH2:10])([CH3:5])([CH3:4])[CH3:3].[H-].[Na+].Br[CH2:15][C:16]1[CH:17]=[CH:18][C:19]([C:23](=[O:25])[CH3:24])=[N:20][C:21]=1[Cl:22]>CN(C=O)C>[C:2]([O:6][C:7](=[O:11])[CH2:8][CH2:9][NH:10][CH2:15][C:16]1[C:21]([Cl:22])=[N:20][C:19]([C:23](=[O:25])[CH3:24])=[CH:18][CH:17]=1)([CH3:5])([CH3:4])[CH3:3] |f:0.1,2.3|. Procedure details: To a solution of 3-amino-propionic acid tert-butyl ester hydrochloride (1.5 eq) in DMF is added NaH (3.5 eq). The resulting mixture is stirred at room temperature for 15 minutes and a solution of 1-(5-bromomethyl-6-chloro-pyridin-2-yl)-ethanone (1 eq) in DMF is then added. After stirring for 3 hours, it is partitioned with 20% EtOAc/hexane and H2O. The organic layer is washed with brine and dried. After concentration, 3-[(6-acetyl-2-chloro-pyridin-3-ylmethyl)-amino]-propionic acid tert-butyl est... Reactants: O=C([O-])[O-], Cc1ccc[nH]c1=O, O=S(=O)(OCC(F)(F)F)C(Cl)(Cl)Cl, ClCCl, [Cs+], [Cs+], O. Yields the product Cc1cccn(CC(F)(F)F)c1=O. As a reaction SMILES: [C:1](=[O:2])([O-:3])[O-:4].[CH3:7][c:8]1[c:9](=[O:14])[nH:10][cH:11][cH:12][cH:13]1.[Cl:15][C:16]([Cl:17])([Cl:18])[S:19]([O:20][CH2:21][C:22]([F:23])([F:24])[F:25])(=[O:26])=[O:27].[Cl:29][CH2:30][Cl:31].[Cs+:5].[Cs+:6].[OH2:28]>>[CH3:7][c:8]1[c:9](=[O:14])[n:10]([CH2:21][C:22]([F:23])([F:24])[F:25])[cH:11][cH:12][cH:13]1.